From a dataset of the Open Reaction Database (ORD), a public repository of structured organic reaction records. describe an organic reaction: reactants, conditions, products, and yield Starting materials: ClC1=NC=CC(=C1)C1=CC=C(C=C1)C(C)C (2-chloro-4-(4-isopropyl-phenyl)-pyridine), C(=O)(OCC)C=1C=C(C=CC1)B(O)O (3-carboethoxybenzeneboronic acid), C([O-])([O-])=O.[Na+].[Na+] (sodium carbonate). Reagents/catalysts: C=1C=CC(=CC1)[P](C=2C=CC=CC2)(C=3C=CC=CC3)[Pd]([P](C=4C=CC=CC4)(C=5C=CC=CC5)C=6C=CC=CC6)([P](C=7C=CC=CC7)(C=8C=CC=CC8)C=9C=CC=CC9)[P](C=1C=CC=CC1)(C=1C=CC=CC1)C=1C=CC=CC1 (tetrakis(triphenylphosphine)palladium). The solvent is C(C)#N.O (acetonitrile water). Yields the product C(C)(C)C1=CC=C(C=C1)C1=CC(=NC=C1)C=1C=C(C(=O)OCC)C=CC1 (ethyl 3-[4-(4-isopropyl-phenyl)-pyridin-2-yl]-benzoate). The yield is 70.0%. Reaction SMILES: Cl[C:2]1[CH:7]=[C:6]([C:8]2[CH:13]=[CH:12][C:11]([CH:14]([CH3:16])[CH3:15])=[CH:10][CH:9]=2)[CH:5]=[CH:4][N:3]=1.[C:17]([C:22]1[CH:23]=[C:24](B(O)O)[CH:25]=[CH:26][CH:27]=1)([O:19][CH2:20][CH3:21])=[O:18].C(=O)([O-])[O-].[Na+].[Na+]>C(#N)C.O.C1C=CC([P]([Pd]([P](C2C=CC=CC=2)(C2C=CC=CC=2)C2C=CC=CC=2)([P](C2C=CC=CC=2)(C2C=CC=CC=2)C2C=CC=CC=2)[P](C2C=CC=CC=2)(C2C=CC=CC=2)C2C=CC=CC=2)(C2C=CC=CC=2)C2C=CC=CC=2)=CC=1>[CH:14]([C:11]1[CH:12]=[CH:13][C:8]([C:6]2[CH:5]=[CH:4][N:3]=[C:2]([C:26]3[CH:27]=[C:22]([CH:23]=[CH:24][CH:25]=3)[C:17]([O:19][CH2:20][CH3:21])=[O:18])[CH:7]=2)=[CH:9][CH:10]=1)([CH3:16])[CH3:15] |f:2.3.4,5.6,^1:44,46,65,84|. Reported procedure: Part D. A solution of 2-chloro-4-(4-isopropyl-phenyl)-pyridine (110 mg, 0.48 mmol) in acetonitrile-water (1 mL/0.5 mL) is treated with 3-carboethoxybenzeneboronic acid (186 mg, 0.96 mmol), sodium carbonate (153 mg, 1.44 mmol) and tetrakis(triphenylphosphine)palladium (cat. amount). The mixture is heated to reflux for 12 h., then cooled and partitioned between water and ethyl acetate. The organic phase is washed with brine, dried over magnesium sulfate, filtered and evaporated. The residue is sep... Yields the product C=C(C)COC(=O)N=C(N)c1ccc(NC(c2nc(OCOC(=O)C(C)(C)COC)n(-c3ncccn3)n2)c2cc(OC)cc(OCCOC(C)=O)c2F)cc1, CCS(=O)(=O)O. The reactants are C=C(C)COC(=O)N=C(N)c1ccc(NC(c2nc(OCOC(=O)C(C)(C)COC)n(-c3ncccn3)n2)c2cc(OC)cc(OCCOC(C)=O)c2F)cc1, CCS(=O)(=O)O, CCOC(C)=O. RXN SMILES: [C:1]([CH3:2])(=[O:3])[O:4][CH2:5][CH2:6][O:7][c:8]1[c:9]([F:56])[c:10]([CH:16]([c:17]2[n:18][c:19]([O:28][CH2:29][O:30][C:31]([C:32]([CH2:33][O:34][CH3:35])([CH3:36])[CH3:37])=[O:38])[n:20](-[c:22]3[n:23][cH:24][cH:25][cH:26][n:27]3)[n:21]2)[NH:39][c:40]2[cH:41][cH:42][c:43]([C:46](=[N:47][C:48](=[O:49])[O:50][CH2:51][C:52](=[CH2:53])[CH3:54])[NH2:55])[cH:44][cH:45]2)[cH:11][c:12]([O:14][CH3:15])[cH:13]1.[CH3:57][CH2:58][S:59]([OH:60])(=[O:61])=[O:62].[CH3:63][CH2:64][O:65][C:66](=[O:67])[CH3:68]>>[C:1]([CH3:2])(=[O:3])[O:4][CH2:5][CH2:6][O:7][c:8]1[c:9]([F:56])[c:10]([CH:16]([c:17]2[n:18][c:19]([O:28][CH2:29][O:30][C:31]([C:32]([CH2:33][O:34][CH3:35])([CH3:36])[CH3:37])=[O:38])[n:20](-[c:22]3[n:23][cH:24][cH:25][cH:26][n:27]3)[n:21]2)[NH:39][c:40]2[cH:41][cH:42][c:43]([C:46](=[N:47][C:48](=[O:49])[O:50][CH2:51][C:52](=[CH2:53])[CH3:54])[NH2:55])[cH:44][cH:45]2)[cH:11][c:12]([O:14][CH3:15])[cH:13]1.[CH3:57][CH2:58][S:59](=[O:60])(=[O:61])[OH:62]. The reactants are ice, ClC1=C(C=CC=C1Cl)OCC (2,3-dichlorophenetole), FC1=C(C(=O)Cl)C=CC=C1 (2-fluorobenzoyl chloride), [Cl-].[Al+3].[Cl-].[Cl-] (aluminum chloride). Run in C(Cl)Cl (methylene chloride). Product: ClC1=C(C=CC(=C1Cl)C(C1=C(C=CC=C1)F)=O)OCC (2,3-Dichloro-4-(2-fluorobenzoyl)phenetole). The yield is 58.5%. As a reaction SMILES: [Cl:1][C:2]1[C:7]([Cl:8])=[CH:6][CH:5]=[CH:4][C:3]=1[O:9][CH2:10][CH3:11].[F:12][C:13]1[CH:21]=[CH:20][CH:19]=[CH:18][C:14]=1[C:15](Cl)=[O:16].[Cl-].[Al+3].[Cl-].[Cl-]>C(Cl)Cl>[Cl:1][C:2]1[C:7]([Cl:8])=[C:6]([C:15](=[O:16])[C:14]2[CH:18]=[CH:19][CH:20]=[CH:21][C:13]=2[F:12])[CH:5]=[CH:4][C:3]=1[O:9][CH2:10][CH3:11] |f:2.3.4.5|. Procedure: A mixture of 2,3-dichlorophenetole (57.3 g., 0.3 mole), 2-fluorobenzoyl chloride (47.8 g., 0.3 mole) and methylene chloride (300 ml.) at 5° C. was stirred vigorously and treated with finely powdered aluminum chloride (42.6 g., 0.32 ml.). The reaction mixture was slowly warmed to room temperature and then stirred overnight. The reaction mixture was decomposed with ice/concentrated hydrochloric acid (50 ml.) and the aqueous solution was extracted twice with methylene chloride. The combined organic... Reactants: [F-].[Cs+] (Cesium fluoride), C(C)(C)(C)OC(=O)N1C(C2=C(CC1)N(C(=C2I)C2=NC(=NC=C2)N)C)=O (2-(2-amino-pyrimidin-4-yl)-3-iodo-1-methyl-4-oxo-1,4,6,7-tetrahydro-pyrrolo[3,2-c]-pyridine-5-carboxylic acid tert-butyl ester), [N+](=O)([O-])C=1C=C(C[Sn](CCCC)(CCCC)CCCC)C=CC1 (3-nitro-benzyl tributyl stannane). Reagents/catalysts: C1(=CC=CC=C1)P(C1=CC=CC=C1)C1=CC=CC=C1.C1(=CC=CC=C1)P(C1=CC=CC=C1)C1=CC=CC=C1.C1(=CC=CC=C1)P(C1=CC=CC=C1)C1=CC=CC=C1.C1(=CC=CC=C1)P(C1=CC=CC=C1)C1=CC=CC=C1.[Pd] (palladium tetrakis(triphenylphosphine)), [Cu]I (CuI). Run in O (water), CN(C)C=O (DMF). Reaction conditions: temperature 120 celsius, time 1 hour. The product is C(C)(C)(C)OC(=O)N1C(C2=C(CC1)N(C(=C2CC2=CC(=CC=C2)[N+](=O)[O-])C2=NC(=NC=C2)N)C)=O (2-(2-Amino-pyrimidin-4-yl)-1-methyl-3-(3-nitro-benzyl)-4-oxo-1,4,6,7-tetrahydro-pyrrolo[3,2-c]pyridine-5-carboxylic acid tert-butyl ester). The yield is 72.5%. As a reaction SMILES: [F-].[Cs+].[C:3]([O:7][C:8]([N:10]1[CH2:15][CH2:14][C:13]2[N:16]([CH3:27])[C:17]([C:20]3[CH:25]=[CH:24][N:23]=[C:22]([NH2:26])[N:21]=3)=[C:18](I)[C:12]=2[C:11]1=[O:28])=[O:9])([CH3:6])([CH3:5])[CH3:4].[N+:29]([C:32]1[CH:33]=[C:34]([CH:49]=[CH:50][CH:51]=1)[CH2:35][Sn](CCCC)(CCCC)CCCC)([O-:31])=[O:30]>CN(C=O)C.O.C1(P(C2C=CC=CC=2)C2C=CC=CC=2)C=CC=CC=1.C1(P(C2C=CC=CC=2)C2C=CC=CC=2)C=CC=CC=1.C1(P(C2C=CC=CC=2)C2C=CC=CC=2)C=CC=CC=1.C1(P(C2C=CC=CC=2)C2C=CC=CC=2)C=CC=CC=1.[Pd].[Cu]I>[C:3]([O:7][C:8]([N:10]1[CH2:15][CH2:14][C:13]2[N:16]([CH3:27])[C:17]([C:20]3[CH:25]=[CH:24][N:23]=[C:22]([NH2:26])[N:21]=3)=[C:18]([CH2:35][C:34]3[CH:49]=[CH:50][CH:51]=[C:32]([N+:29]([O-:31])=[O:30])[CH:33]=3)[C:12]=2[C:11]1=[O:28])=[O:9])([CH3:6])([CH3:5])[CH3:4] |f:0.1,6.7.8.9.10|. Reported procedure: Cesium fluoride (0.048 g, 0.320 mmol), palladium tetrakis(triphenylphosphine) (0.018 g, 0.016 mmol) and CuI (0.0060 g, 0.032 mmol) were added to a solution of 2-(2-amino-pyrimidin-4-yl)-3-iodo-1-methyl-4-oxo-1,4,6,7-tetrahydro-pyrrolo[3,2-c]-pyridine-5-carboxylic acid tert-butyl ester (prepared as described in Example 1) (0.075 g, 0.160 mmol) and 3-nitro-benzyl tributyl stannane (0.102 g, 0.240 mmol) in dry DMF (1.5 ml) under an argon atmosphere. The reaction mixture was stirred at 120° C. under... Starting materials: BrC=1C=C(C(=C(C1)CBr)F)C (5-bromo-1-(bromomethyl)-2-fluoro-3-methylbenzene), C([O-])(O)=O.[Na+] (sodium bicarbonate), O (water). Solvent: CC(=O)C (acetone). Product: BrC=1C=C(C(=C(C1)CO)F)C ((5-bromo-2-fluoro-3-methylphenyl)methanol). The yield is 49.0%. As a reaction SMILES: [Br:1][C:2]1[CH:3]=[C:4]([CH3:11])[C:5]([F:10])=[C:6]([CH2:8]Br)[CH:7]=1.C(=O)(O)[O-:13].[Na+].O>CC(C)=O>[Br:1][C:2]1[CH:3]=[C:4]([CH3:11])[C:5]([F:10])=[C:6]([CH2:8][OH:13])[CH:7]=1 |f:1.2|. Reported procedure: To a stirred solution of 5-bromo-1-(bromomethyl)-2-fluoro-3-methylbenzene (6.56 g, 23.3 mmol) in acetone (150.0 mL) was added sodium bicarbonate (2.44 g, 29.1 mmol) and water (250.0 mL). The reaction was refluxed overnight. The reaction was cooled to room temperature and extracted 3× with ethyl acetate. The organic extracts were combined and washed with brine, dried over sodium sulfate and concentrated. The resultant oil was flash chromatographed (80 g silica, 5-10% ethyl acetate/hexanes gradien...